From a dataset of the Open Reaction Database (ORD), a public repository of structured organic reaction records. describe an organic reaction: reactants, conditions, products, and yield Reactants: COc1ccc(N)cc1, Cc1ccccc1, O=Cc1ccccc1Cl. The product is COc1ccc(NCc2ccccc2Cl)cc1. RXN SMILES: [CH3:10][O:11][c:12]1[cH:13][cH:14][c:15]([NH2:16])[cH:17][cH:18]1.[CH3:19][c:20]1[cH:21][cH:22][cH:23][cH:24][cH:25]1.[Cl:1][c:2]1[c:3]([CH:4]=[O:5])[cH:6][cH:7][cH:8][cH:9]1>>[Cl:1][c:2]1[c:3]([CH2:4][NH:16][c:15]2[cH:14][cH:13][c:12]([O:11][CH3:10])[cH:18][cH:17]2)[cH:6][cH:7][cH:8][cH:9]1. Starting materials: C1CCOC1, O=C(O)C=Cc1ccc2c(c1)sc1ncnc(Nc3ccc(OCc4cccc(F)c4)c(Cl)c3)c12, N#N. Product: O=C(O)CCc1ccc2c(c1)sc1ncnc(Nc3ccc(OCc4cccc(F)c4)c(Cl)c3)c12. RXN SMILES: [CH2:38]1[O:39][CH2:40][CH2:41][CH2:42]1.[Cl:3][c:4]1[cH:5][c:6]([NH:19][c:20]2[c:21]3[c:22]([n:23][cH:24][n:25]2)[s:26][c:27]2[c:28]3[cH:29][cH:30][c:31]([CH:33]=[CH:34][C:35](=[O:36])[OH:37])[cH:32]2)[cH:7][cH:8][c:9]1[O:10][CH2:11][c:12]1[cH:13][c:14]([F:18])[cH:15][cH:16][cH:17]1.[N:1]#[N:2]>>[Cl:3][c:4]1[cH:5][c:6]([NH:19][c:20]2[c:21]3[c:22]([n:23][cH:24][n:25]2)[s:26][c:27]2[c:28]3[cH:29][cH:30][c:31]([CH2:33][CH2:34][C:35](=[O:36])[OH:37])[cH:32]2)[cH:7][cH:8][c:9]1[O:10][CH2:11][c:12]1[cH:13][c:14]([F:18])[cH:15][cH:16][cH:17]1. The reactants are ClC1=NC=CN=C1OCC1COC2=C(O1)C=CC=C2 (2-chloro-3-(2,3-dihydro-1,4-benzodioxin-2-ylmethoxy)pyrazine), N1CCNCCC1 (homopiperazine). Product: N1(CCNCCC1)C=1C(=NC=CN1)OCC1COC2=C(O1)C=CC=C2 (2,3-Dihydro-1,4-benzodioxin-2-ylmethyl 3-(1,4-diazepan-1-yl)-2-pyrazinyl ether). RXN SMILES: Cl[C:2]1[C:7]([O:8][CH2:9][CH:10]2[O:15][C:14]3[CH:16]=[CH:17][CH:18]=[CH:19][C:13]=3[O:12][CH2:11]2)=[N:6][CH:5]=[CH:4][N:3]=1.[NH:20]1[CH2:26][CH2:25][CH2:24][NH:23][CH2:22][CH2:21]1>>[N:20]1([C:2]2[C:7]([O:8][CH2:9][CH:10]3[O:15][C:14]4[CH:16]=[CH:17][CH:18]=[CH:19][C:13]=4[O:12][CH2:11]3)=[N:6][CH:5]=[CH:4][N:3]=2)[CH2:26][CH2:25][CH2:24][NH:23][CH2:22][CH2:21]1. Procedure details: The title compound was prepared according to the procedure described in Example 4, Step 2, starting from 2-chloro-3-(2,3-dihydro-1,4-benzodioxin-2-ylmethoxy)pyrazine* (150 mg, 0.54 mmol) and homopiperazine (266 mg, 2.66 mmol) with the exception that a final extraction step between EtOAc and 5% aqueous NaOH was carried out. This gave 105 mg (57%) of the title product. Anal. (C18H24N4O3) H, N; C: calcd, 63.14; found, 62.70. Reactants: Cc1ccsc1C(=O)N1CCC(Nc2ccc(CCN)cc2)CC1, O=c1[nH]c2cccc(OCC3CO3)c2[nH]1. Product: Cc1ccsc1C(=O)N1CCC(Nc2ccc(CCNCC(O)COc3cccc4[nH]c(=O)[nH]c34)cc2)CC1. Reaction SMILES: [NH2:1][CH2:2][CH2:3][c:4]1[cH:5][cH:6][c:7]([NH:8][CH:9]2[CH2:10][CH2:11][N:12]([C:15](=[O:16])[c:17]3[s:18][cH:19][cH:20][c:21]3[CH3:22])[CH2:13][CH2:14]2)[cH:23][cH:24]1.[O:25]1[CH:26]([CH2:28][O:29][c:30]2[cH:31][cH:32][cH:33][c:34]3[nH:35][c:36](=[O:39])[nH:37][c:38]23)[CH2:27]1>>[NH:1]([CH2:2][CH2:3][c:4]1[cH:5][cH:6][c:7]([NH:8][CH:9]2[CH2:10][CH2:11][N:12]([C:15](=[O:16])[c:17]3[s:18][cH:19][cH:20][c:21]3[CH3:22])[CH2:13][CH2:14]2)[cH:23][cH:24]1)[CH2:27][CH:26]([OH:25])[CH2:28][O:29][c:30]1[cH:31][cH:32][cH:33][c:34]2[nH:35][c:36](=[O:39])[nH:37][c:38]12. Starting materials: O (water), ClCC1OC2=C(OC1)C=CC(=C2)CC(C)N2C(OC(C2)C2=CC(=CC=C2)Cl)=O (3- chloromethyl-6-(2-(5-(3-chloro-phenyl)-2-oxo-3-oxazolidinyl)propyl)-1,4-benzodioxane), C[S-].[Na+] (sodium methyl mercaptide), [I-].[K+] (potassium iodide). The solvent is CN(C=O)C (dimethylformamide). Conditions: temperature 60 celsius, time 18 hour. The product is ClC=1C=C(C=CC1)C1CN(C(O1)=O)C(CC1=CC2=C(OCC(O2)CSC)C=C1)C (6-(2-(5-(3-chlorophenyl)-2-oxo-3-oxazolidinyl)propyl)-3-methylthiomethyl-1,4-benzodioxane). RXN SMILES: Cl[CH2:2][CH:3]1[CH2:8][O:7][C:6]2[CH:9]=[CH:10][C:11]([CH2:13][CH:14]([N:16]3[CH2:20][CH:19]([C:21]4[CH:26]=[CH:25][CH:24]=[C:23]([Cl:27])[CH:22]=4)[O:18][C:17]3=[O:28])[CH3:15])=[CH:12][C:5]=2[O:4]1.[CH3:29][S-:30].[Na+].[I-].[K+].O>CN(C)C=O>[Cl:27][C:23]1[CH:22]=[C:21]([CH:19]2[O:18][C:17](=[O:28])[N:16]([CH:14]([CH3:15])[CH2:13][C:11]3[CH:10]=[CH:9][C:6]4[O:7][CH2:8][CH:3]([CH2:2][S:30][CH3:29])[O:4][C:5]=4[CH:12]=3)[CH2:20]2)[CH:26]=[CH:25][CH:24]=1 |f:1.2,3.4|. Procedure: One equivalent of product from Example 6, 3-isomer, and 2 equivalents of sodium methyl mercaptide in dimethylformamide, containing a catalytic amount of potassium iodide, is stirred at 60° C. for 18 hours. The mixture is poured into water, the resulting product is collected and recrystallized from ethyl alcohol to give 6-(2-(5-(3-chlorophenyl)-2-oxo-3-oxazolidinyl)propyl)-3-methylthiomethyl-1,4-benzodioxane. Reactants: amide, C(C)(=O)N (acetamide), C(=C)NC(C)=O (N-vinylacetamide), COC(C)NC(C)=O (N-(1-methoxyethyl)acetamide), acetal, mixture, C(C)(=O)N (acetamide), C(=C)NC(C)=O (N-vinylacetamide), COC(C)NC(C)=O (N-(1-methoxyethyl)acetamide), mixture, dimethylacetal, C(C)=O (acetaldehyde), hemiacetal, C(C)=O (acetaldehyde), C(C)(=O)N (acetamide), C(=C)NC(C)=O (N-vinylacetamide), C(C)=O (acetaldehyde). The solvent is O (water), O (water), O (water), CO (methanol), O (water), CO (methanol), O (water), CO (methanol). Run at temperature 40 celsius. Product: COC(C)NC(C)=O (N-(1-methoxyethyl)acetamide), C(C)(=O)N.COC(C)NC(C)=O.C(=C)NC(C)=O (acetamide N-(1-methoxyethyl)acetamide N-vinylacetamide). As a reaction SMILES: [C:1]([NH2:4])(=[O:3])[CH3:2].[CH:5]([NH:7][C:8](=[O:10])[CH3:9])=[CH2:6].[CH3:11][O:12][CH:13]([NH:15][C:16](=[O:18])[CH3:17])[CH3:14].C(=O)C>O.CO>[CH3:11][O:12][CH:13]([NH:15][C:16](=[O:18])[CH3:17])[CH3:14].[C:1]([NH2:4])(=[O:3])[CH3:2].[CH3:11][O:12][CH:13]([NH:15][C:16](=[O:18])[CH3:17])[CH3:14].[CH:5]([NH:7][C:8](=[O:10])[CH3:9])=[CH2:6] |f:7.8.9|. Procedure details: A mixture was prepared containing 19.1 g of a mixture comprising 6.9 wt % acetamide, 57.4 wt % N-vinylacetamide and 35.6 wt % N-(1-methoxyethyl)acetamide (hereunder referred to as "NVA mixture"), 726.5 g of a mixture comprising 96.0 wt % dimethylacetal, 0.1 wt % acetaldehyde, 2.9 wt % methanol, 0.23 wt % water and 0.27 wt % hemiacetal (hereunder referred to as "acetal starting material"), 86.7 g of acetaldehyde, 126.7 g of methanol, 27.8 g of acetamide, 6.8 g of N-vinylacetamide and 9.9 g of wat... Starting materials: CO, [Cl-], CCN(CC)CCOc1ccc(N)cc1Cl, ClCCl, N, O=C(O)C#Cc1ccc(-c2ccccc2)cc1. Product: CCN(CC)CCOc1ccc(NC(=O)C#Cc2ccc(-c3ccccc3)cc2)cc1Cl. RXN SMILES: [CH3:36][OH:37].[Cl-:1].[Cl:19][c:20]1[c:21]([O:22][CH2:23][CH2:24][N:25]([CH2:26][CH3:27])[CH2:28][CH3:29])[cH:30][cH:31][c:32]([NH2:34])[cH:33]1.[Cl:38][CH2:39][Cl:40].[NH3:35].[c:2]1(-[c:13]2[cH:14][cH:15][cH:16][cH:17][cH:18]2)[cH:3][cH:4][c:5]([C:8]#[C:9][C:10](=[O:11])[OH:12])[cH:6][cH:7]1>>[c:2]1(-[c:13]2[cH:14][cH:15][cH:16][cH:17][cH:18]2)[cH:3][cH:4][c:5]([C:8]#[C:9][C:10](=[O:12])[NH:34][c:32]2[cH:31][cH:30][c:21]([O:22][CH2:23][CH2:24][N:25]([CH2:26][CH3:27])[CH2:28][CH3:29])[c:20]([Cl:19])[cH:33]2)[cH:6][cH:7]1.